describe an organic reaction: reactants, conditions, products, and yield From a dataset of the Open Reaction Database (ORD), a public repository of structured organic reaction records. The reactants are ClCCl, O=C(OO)c1cccc(Cl)c1, [Na+], [Na+], [Na+], O=C([O-])O, O=S1CCCCc2ccccc21, O=S([O-])[O-]. The product is O=S1(=O)CCCCc2ccccc21. RXN SMILES: [CH2:35]([Cl:36])[Cl:37].[Cl:13][c:14]1[cH:15][c:16]([C:21](=[O:18])[O:22][OH:23])[cH:17][cH:19][cH:20]1.[Na+:28].[Na+:29].[Na+:34].[O-:30][C:31]([OH:32])=[O:33].[S:1]1(=[O:12])[CH2:2][CH2:3][CH2:4][CH2:5][c:6]2[c:7]1[cH:8][cH:9][cH:10][cH:11]2.[S:24]([O-:25])([O-:26])=[O:27]>>[S:1]1(=[O:12])(=[O:18])[CH2:2][CH2:3][CH2:4][CH2:5][c:6]2[c:7]1[cH:8][cH:9][cH:10][cH:11]2. Starting materials: metal, C(CC(=O)OCC)(=O)OCC (diethyl malonate), C(CCCCCCC)Br (octyl bromide), [Na] (sodium), [O-]CC.[Na+] (sodium ethoxide). As a reaction SMILES: [Na].[O-]CC.[Na+].[C:6]([O:14][CH2:15][CH3:16])(=[O:13])[CH2:7][C:8]([O:10][CH2:11][CH3:12])=[O:9].[CH2:17](Br)[CH2:18][CH2:19][CH2:20][CH2:21][CH2:22][CH2:23][CH3:24]>C(O)C>[CH2:17]([CH:7]([C:8]([O:10][CH2:11][CH3:12])=[O:9])[C:6]([O:14][CH2:15][CH3:16])=[O:13])[CH2:18][CH2:19][CH2:20][CH2:21][CH2:22][CH2:23][CH3:24] |f:1.2,^1:0|. Yield: 85.0%. Reported procedure: 200 ml of ethanol was put in a 1-liter four-necked flask, 7.6 g of metal sodium cut into pieces was put therein portionwise to prepare sodium ethoxide. To this were added dropwise 54.6 g of diethyl malonate and then 63.9 g of octyl bromide. Thereafter, the mixture was refluxed for 3 hours. Then, the most part of ethanol was distilled away under the atmospheric pressure, 200 ml of water was added, and the mixture was extracted with 250 ml of ether. The ether solution was dried over sodium sulfate... The product is C(CCCCCCC)C(C(=O)OCC)C(=O)OCC (diethyl octylmalonate). Solvent: C(C)O (ethanol).